This data is from the Open Reaction Database (ORD), a public repository of structured organic reaction records. The task is: describe an organic reaction: reactants, conditions, products, and yield Starting materials: [OH-].[Na+] (Sodium hydroxide), C[C@@H]1NCCNC1 ((2S)-2-methylpiperazine), FC(C1=CC=C(C=C1)S(=O)(=O)Cl)(F)F (4-(trifluoromethyl)benzenesulfonyl chloride). Reagents/catalysts: FC(C1=CC=C(C=C1)S(=O)(=O)Cl)(F)F (4-(trifluoromethyl)benzenesulfonyl chloride). Run in C(Cl)Cl (DCM), O (water), O1CCCC1 (tetrahydrofuran). Run at temperature 0 celsius, time 1 hour. The product is C[C@H]1CN(CCN1)S(=O)(=O)C1=CC=C(C=C1)C(F)(F)F ((3S)-3-Methyl-1-{[4-(trifluoromethyl)phenyl]sulfonyl}piperazine). The yield is 64.9%. Reaction SMILES: [CH3:1][C@H:2]1[CH2:7][NH:6][CH2:5][CH2:4][NH:3]1.[OH-].[Na+].[F:10][C:11]([F:23])([F:22])[C:12]1[CH:17]=[CH:16][C:15]([S:18](Cl)(=[O:20])=[O:19])=[CH:14][CH:13]=1>O1CCCC1.C(Cl)Cl.O.FC(F)(F)C1C=CC(S(Cl)(=O)=O)=CC=1>[CH3:1][C@@H:2]1[NH:3][CH2:4][CH2:5][N:6]([S:18]([C:15]2[CH:14]=[CH:13][C:12]([C:11]([F:10])([F:22])[F:23])=[CH:17][CH:16]=2)(=[O:20])=[O:19])[CH2:7]1 |f:1.2|. Reported procedure: (2S)-2-methylpiperazine (15 g, 150 mmol) was dissolved in tetrahydrofuran (300 mL) and the solution was cooled down to 0° C. Sodium hydroxide (150 mL, 449 mmol) was added, then 4-(trifluoromethyl)benzenesulfonyl chloride (40 g, 164 mmol) (dissolved in 200 ml THF) was added dropwise and the resulting mixture was stirred for 1 h. Further 4-(trifluoromethyl)benzenesulfonyl chloride (0.06 eq, 2.2 g) was added and mixture stirred for 10 min. The mixture was diluted with DCM (500 ml) and water (500 ml... The reactants are CCCCCC (n-hexane), CC(C)C[AlH]CC(C)C (DIBAL), C(C)(C)(C)OC(N[C@@H](CC#N)CC)=O (((R)-2-cyano-1-ethyl-ethyl)-carbamic acid tert-butyl ester), CCCCCC (n-hexane), CC(C)C[AlH]CC(C)C (DIBAL), CCOCC (Et2O), Cl (HCl). Reaction conditions: temperature -40 celsius, time 3.5 hour. Product: C(C)[C@H](CC=O)NC(O)=O (((R)-1-ethyl-3-oxo-propyl)-carbamic acid), butyl ester. The yield is 29.0%. Reaction SMILES: C([O:5][C:6](=[O:14])[NH:7][C@H:8]([CH2:12][CH3:13])[CH2:9][C:10]#N)(C)(C)C.CCCCCC.CC(C[AlH]CC(C)C)C.Cl.CC[O:33]CC>>[CH2:12]([C@@H:8]([NH:7][C:6](=[O:14])[OH:5])[CH2:9][CH:10]=[O:33])[CH3:13]. Reported procedure: To a solution of ((R)-2-cyano-1-ethyl-ethyl)-carbamic acid tert-butyl ester (10 mmol; 1.98 g) in Et2O (50 mL) is slowly added a 0.97 M n-hexane solution (40 mmol; 41 mL) of DIBAL under nitrogen at −78° C. The reaction mixture is warmed to −40° C. and stirred for an additional 3.5 hours. Another 1.00 M n-hexane solution (30 mmol; 30 mL) of DIBAL is added to the suspension at the same temperature. After stirring for additional 1.5 hours, the solution is quenched by careful addition of 1 ml of MeOH... The reactants are CC(C)(C)N(C(=O)[O-])C1CCN(CCn2c(=O)cnc3c(F)cc(F)cc32)CC1, O=C([O-])[O-], ClC(Cl)Cl, Cl, Cl, [Na+], [Na+], C1COCCO1, C1COCCO1, O. Yields the product NC1CCN(CCn2c(=O)cnc3c(F)cc(F)cc32)CC1. RXN SMILES: [C:1]([N:5]([C:2](=[O:3])[O-:4])[CH:9]1[CH2:10][CH2:11][N:12]([CH2:15][CH2:16][n:17]2[c:18](=[O:29])[cH:19][n:20][c:21]3[c:22]([F:28])[cH:23][c:24]([F:27])[cH:25][c:26]23)[CH2:13][CH2:14]1)([CH3:6])([CH3:7])[CH3:8].[C:38](=[O:39])([O-:40])[O-:41].[CH:51]([Cl:52])([Cl:53])[Cl:54].[ClH:30].[ClH:31].[Na+:42].[Na+:43].[O:32]1[CH2:33][CH2:34][O:35][CH2:36][CH2:37]1.[O:44]1[CH2:45][CH2:46][O:47][CH2:48][CH2:49]1.[OH2:50]>>[NH2:5][CH:9]1[CH2:10][CH2:11][N:12]([CH2:15][CH2:16][n:17]2[c:18](=[O:29])[cH:19][n:20][c:21]3[c:22]([F:28])[cH:23][c:24]([F:27])[cH:25][c:26]23)[CH2:13][CH2:14]1. The reactants are C1(=CC=CC=C1)C(CCN1C2CCC(C1)CC2)(C2=CC=CC=C2)C2=NN=NN2 (5-[1,1-diphenyl-3-(2-azabicyclo[2.2.2]oct-2-yl)propyl]-1H-tetrazole), ClC(C(=O)OCC)=O (ethyl chloroglyoxylate). Solvent: N1=CC=CC=C1 (pyridine). The product is Cl.C1(=CC=CC=C1)C(CCN1C2CCC(C1)CC2)(C2=CC=CC=C2)C2=NN=C(O2)C(=O)OCC (ethyl [1,1-diphenyl-3-(2-azabicyclo[2.2.2]oct-2-yl)propyl]-1,3,4-oxadiazole-2-carboxylate hydrochloride). As a reaction SMILES: [C:1]1([C:7]([C:24]2[NH:28][N:27]=NN=2)([C:18]2[CH:23]=[CH:22][CH:21]=[CH:20][CH:19]=2)[CH2:8][CH2:9][N:10]2[CH2:15][CH:14]3[CH2:16][CH2:17][CH:11]2[CH2:12][CH2:13]3)[CH:6]=[CH:5][CH:4]=[CH:3][CH:2]=1.[Cl:29][C:30](=[O:36])[C:31]([O:33][CH2:34][CH3:35])=[O:32]>N1C=CC=CC=1>[ClH:29].[C:1]1([C:7]([C:24]2[O:36][C:30]([C:31]([O:33][CH2:34][CH3:35])=[O:32])=[N:27][N:28]=2)([C:18]2[CH:19]=[CH:20][CH:21]=[CH:22][CH:23]=2)[CH2:8][CH2:9][N:10]2[CH2:15][CH:14]3[CH2:16][CH2:17][CH:11]2[CH2:12][CH2:13]3)[CH:2]=[CH:3][CH:4]=[CH:5][CH:6]=1 |f:3.4|. Reported procedure: Thus 2,2-diphenyl-4-(2-azabicyclo[2.2.2]oct-2-yl)butyronitrile described in U.S. Pat. No. 3,318,869 is reacted with sodium azide in DMF to provide 5-[1,1-diphenyl-3-(2-azabicyclo[2.2.2]oct-2-yl)propyl]-1H-tetrazole. This tetrazole is reacted with ethyl chloroglyoxylate in pyridine at -6° C to provide ethyl [1,1-diphenyl-3-(2-azabicyclo[2.2.2]oct-2-yl)propyl]-1,3,4-oxadiazole-2-carboxylate hydrochloride. This ester is hydrolysed in aqueous potassium hydroxide to provide 5-[1,1-diphenyl-3-(2-azabi... Reactants: [C-]#N.[Na+] (sodium cyanide), C(C)(C)C1=CNC2=CC=C(C=C12)OC1=C(C=C(CBr)C=C1C(F)(F)F)C(F)(F)F (4-(3-Isopropyl-1H-indol-5-yloxy)-3,5-bis-trifluoromethyl-benzyl bromide). Solvent: CN(C=O)C (dimethylformamide), O (water). Conditions: temperature 50 celsius, time 60 minute. Product: C(C)(C)C1=CNC2=CC=C(C=C12)OC1=C(C=C(C=C1C(F)(F)F)CC#N)C(F)(F)F (4-(3-Isopropyl-1H-indol-5-yloxy)-3,5-bis-trifluoromethyl-phenylacetonitrile). As a reaction SMILES: [C-:1]#[N:2].[Na+].[CH:4]([C:7]1[C:15]2[C:10](=[CH:11][CH:12]=[C:13]([O:16][C:17]3[C:24]([C:25]([F:28])([F:27])[F:26])=[CH:23][C:20]([CH2:21]Br)=[CH:19][C:18]=3[C:29]([F:32])([F:31])[F:30])[CH:14]=2)[NH:9][CH:8]=1)([CH3:6])[CH3:5]>CN(C)C=O.O>[CH:4]([C:7]1[C:15]2[C:10](=[CH:11][CH:12]=[C:13]([O:16][C:17]3[C:24]([C:25]([F:28])([F:27])[F:26])=[CH:23][C:20]([CH2:21][C:1]#[N:2])=[CH:19][C:18]=3[C:29]([F:32])([F:31])[F:30])[CH:14]=2)[NH:9][CH:8]=1)([CH3:6])[CH3:5] |f:0.1|. Procedure: 72.9 mg (1.49 mmol) of sodium cyanide are added at 50° C. to a solution of 0.57 g (1.19 mmol) of benzyl bromide from Example VII in 3.5 ml of dimethylformamide and 0.38 ml of water and the mixture is stirred for 60 minutes at 50° C. Dimethylformamide is subsequently distilled off, the concentrate is diluted with ethyl acetate and water, and the aqueous phase is separated off and extracted again with ethyl acetate. The combined organic phases are washed with sodium chloride solution, dried over s... Starting materials: C(Cl)(Cl)Cl (chloroform), BrCCC(=C(F)F)F (4-bromo-1,1,2-trifluoro-1-butene), ( 0.056 ), [K] (potassium), C1(C=2C(C(N1)=O)=CC=CC2)=O (phthalimide). The solvent is CN(C=O)C (dimethylformamide), O (water). Run at temperature 50 celsius, time 4 hour. Yields the product FC(CCN1C(C=2C(C1=O)=CC=CC2)=O)=C(F)F (N-(3,4,4-trifluoro-3-butenyl)phthalimide). Reaction SMILES: Br[CH2:2][CH2:3][C:4]([F:8])=[C:5]([F:7])[F:6].[K].[C:10]1(=[O:20])[NH:14][C:13](=[O:15])[C:12]2=[CH:16][CH:17]=[CH:18][CH:19]=[C:11]12.C(Cl)(Cl)Cl>CN(C)C=O.O>[F:8][C:4](=[C:5]([F:7])[F:6])[CH2:3][CH2:2][N:14]1[C:13](=[O:15])[C:12]2=[CH:16][CH:17]=[CH:18][CH:19]=[C:11]2[C:10]1=[O:20] |^1:8|. Reported procedure: To a stirred solution of 10.0 grams (0.053 mole) of 4-bromo-1,1,2-trifluoro-1-butene in 50 ml of dimethylformamide was added 10.4 grams (0.056) of the commercially available potassium salt of phthalimide. The reaction mixture was warmed to 50° C. where it stirred for four hours. The reaction mixture was allowed to cool and 50 ml of chloroform was added. The mixture was poured into 200 ml of water. The aqueous layer was separated and extracted with two 50 ml portions of chloroform. The combined o... The reactants are CCOC(OCC)C(C)NCc1csc2ccc(Cl)nc12, CC(C)(C)Oc1ccc(CC(NC(=O)OCC2c3ccccc3-c3ccccc32)C(=O)O)cc1. Yields the product CCOC(OCC)C(C)N(Cc1csc2ccc(Cl)nc12)C(=O)C(Cc1ccc(OC(C)(C)C)cc1)NC(=O)OCC1c2ccccc2-c2ccccc21. RXN SMILES: [Cl:1][c:2]1[cH:3][cH:4][c:5]2[c:6]([n:7]1)[c:8]([CH2:11][NH:12][CH:13]([CH:14]([O:15][CH2:16][CH3:17])[O:18][CH2:19][CH3:20])[CH3:21])[cH:9][s:10]2.[cH:22]1[cH:23][cH:24][cH:25][c:26]2[c:34]1[CH:33]([CH2:35][O:36][C:37](=[O:38])[NH:39][CH:40]([C:41](=[O:42])[OH:43])[CH2:44][c:45]1[cH:46][cH:47][c:48]([O:51][C:52]([CH3:53])([CH3:54])[CH3:55])[cH:49][cH:50]1)[c:32]1[c:27]-2[cH:28][cH:29][cH:30][cH:31]1>>[Cl:1][c:2]1[cH:3][cH:4][c:5]2[c:6]([n:7]1)[c:8]([CH2:11][N:12]([CH:13]([CH:14]([O:15][CH2:16][CH3:17])[O:18][CH2:19][CH3:20])[CH3:21])[C:41]([CH:40]([NH:39][C:37]([O:36][CH2:35][CH:33]1[c:32]3[c:27]([cH:28][cH:29][cH:30][cH:31]3)-[c:26]3[cH:25][cH:24][cH:23][cH:22][c:34]31)=[O:38])[CH2:44][c:45]1[cH:46][cH:47][c:48]([O:51][C:52]([CH3:53])([CH3:54])[CH3:55])[cH:49][cH:50]1)=[O:42])[cH:9][s:10]2. The reactants are C(C)(C)(C)NC(=O)C=1N(CCN(C1)C=O)C(C(F)(F)F)=O (4-formyl-1-trifluoroacetyl-1,4,5,6-tetrahydropyrazine-2-carboxylic acid tert-butylamide), 1-[1(R)-(di-tert-butylphospino)ethyl]-2-(S)-(diphenylphosphino)-ferrocene. The reagents and catalysts are [B-](F)(F)(F)F.C1/C=C\CC/C=C\C1.C1/C=C\CC/C=C\C1.[Rh] (bis(1,5-cyclooctadiene)rhodium(I) tetraflouroborate). Run in CC(=O)C (acetone). Reaction conditions: time 11 hour. The product is C(C)(C)(C)NC(=O)[C@H]1N(CCN(C1)C=O)C(C(F)(F)F)=O ((S)-4-Formyl-1-(trifluoroacetyl)piperazine-2-carboxylic acid tert-butylamide). The yield is 98.9%. RXN SMILES: [C:1]([NH:5][C:6]([C:8]1[N:9]([C:16](=[O:21])[C:17]([F:20])([F:19])[F:18])[CH2:10][CH2:11][N:12]([CH:14]=[O:15])[CH:13]=1)=[O:7])([CH3:4])([CH3:3])[CH3:2]>[B-](F)(F)(F)F.C1CC=CCCC=C1.C1CC=CCCC=C1.[Rh].CC(C)=O>[C:1]([NH:5][C:6]([C@@H:8]1[CH2:13][N:12]([CH:14]=[O:15])[CH2:11][CH2:10][N:9]1[C:16](=[O:21])[C:17]([F:20])([F:18])[F:19])=[O:7])([CH3:4])([CH3:2])[CH3:3] |f:1.2.3.4|. Reported procedure: 20.6 g (67.0 mmol) of 4-formyl-1-trifluoroacetyl-1,4,5,6-tetrahydropyrazine-2-carboxylic acid tert-butylamide, 26.2 mg (64.5 μmol) of bis(1,5-cyclooctadiene)rhodium(I) tetraflouroborate and 41.8 mg (77 μmol) of 1-[1(R)-(di-tert-butylphospino)ethyl]-2-(S)-(diphenylphosphino)-ferrocene were placed in a 160 ml autoclave under argon (S/C=1000). 70 ml of acetone (degassed) was added and hydrogenation was carried out for 11 hours at 100° C. under a hydrogen pressure of 13-10 bar. After distillation of... Reactants: COC=1C=C(C=CC1)CC(=O)O (2-(3-methoxyphenyl)acetic acid), BrBr (bromine), ice water. Run in C(Cl)Cl (DCM). Conditions: time 8 hour. Yields the product BrC1=C(C=C(C=C1)OC)CC(=O)O (2-(2-bromo-5-methoxyphenyl)acetic acid). RXN SMILES: [CH3:1][O:2][C:3]1[CH:4]=[C:5]([CH2:9][C:10]([OH:12])=[O:11])[CH:6]=[CH:7][CH:8]=1.[Br:13]Br>C(Cl)Cl>[Br:13][C:6]1[CH:7]=[CH:8][C:3]([O:2][CH3:1])=[CH:4][C:5]=1[CH2:9][C:10]([OH:12])=[O:11]. Procedure: To a solution of 2-(3-methoxyphenyl)acetic acid (4.50 g, 27.1 mmol) in DCM (25 ml), was added bromine (1.40 ml, 27.1 mmol) dropwise at 0° C. (ice-water bath). The mixture was stirred overnight at RT and quenched by addition of 5% sodium thiosulfate solution. The organic layer was washed with brine, dried with MgSO4 and concentrated under a stream of nitrogen to give the titled compound, 2-(2-bromo-5-methoxyphenyl)acetic acid as white crystalline solid.